From a dataset of the Open Reaction Database (ORD), a public repository of structured organic reaction records. describe an organic reaction: reactants, conditions, products, and yield Reactants: BrCC1=CC(=NO1)C(=O)C1=CC=C(C=C1)F ((5-bromomethylisoxazol-3-yl)-4-fluorophenylmethanone), OCCN1CCNCC1 (N-beta-hydroxyethylpiperazine), amine, C(\C=C/C(=O)O)(=O)O (maleic acid). The solvent is CCOCC (Et2O), CC(=O)C.CCOCC (acetone Et2O), O (H2O), C(C)(=O)OCC.C(Cl)Cl (ethyl acetate CH2Cl2), CCOCC (Et2O). Reaction conditions: time 24 hour. The product is C(\C=C/C(=O)O)(=O)O.C(\C=C/C(=O)O)(=O)O.OCCN1CCN(CC1)CC1=CC(=NO1)C(=O)C1=CC=C(C=C1)F ([5-(4-beta-Hydroxyethylpiperazin-1-yl)methylisoxazol-3-yl]-4-fluorophenylmethanone dimaleate). Yield: 55.0%. As a reaction SMILES: Br[CH2:2][C:3]1[O:7][N:6]=[C:5]([C:8]([C:10]2[CH:15]=[CH:14][C:13]([F:16])=[CH:12][CH:11]=2)=[O:9])[CH:4]=1.[OH:17][CH2:18][CH2:19][N:20]1[CH2:25][CH2:24][NH:23][CH2:22][CH2:21]1.[C:26]([OH:33])(=[O:32])/[CH:27]=[CH:28]\[C:29]([OH:31])=[O:30]>CCOCC.CC(C)=O.CCOCC.O.C(OCC)(=O)C.C(Cl)Cl>[C:26]([OH:33])(=[O:32])/[CH:27]=[CH:28]\[C:29]([OH:31])=[O:30].[C:26]([OH:33])(=[O:32])/[CH:27]=[CH:28]\[C:29]([OH:31])=[O:30].[OH:17][CH2:18][CH2:19][N:20]1[CH2:25][CH2:24][N:23]([CH2:2][C:3]2[O:7][N:6]=[C:5]([C:8]([C:10]3[CH:15]=[CH:14][C:13]([F:16])=[CH:12][CH:11]=3)=[O:9])[CH:4]=2)[CH2:22][CH2:21]1 |f:4.5,7.8,9.10.11|. Procedure details: A solution of 5.7 g of (5-bromomethylisoxazol-3-yl)-4-fluorophenylmethanone in 100 ml of Et2O was added to a solution of 6.5 g of N-beta-hydroxyethylpiperazine in 400 ml of 25% acetone/Et2O. The resulting mixture was stirred at room temperature for 24 hours. This mixture was filtered and the solution was concentrated in vacuo to give an oil. The residue was dissolved in 300 ml of H2O and shortly thereafter a precipitate formed. The solid was filtered and dried to give 5.2 g of crude solid. A sol... Reactants: [H-].[Na+] (sodium hydride), BrC=1C=C(C=CC1)NC(C)=O (N-(3-bromophenyl)acetamide), C(C)I (ethyl iodide), CN(C=O)C (dimethylformamide). Run in O1CCCC1 (tetrahydrofuran). Conditions: time 12 hour. Yields the product BrC=1C=C(C=CC1)N(C(C)=O)CC (N-(3-bromophenyl)-N-ethylacetamide). Reaction SMILES: [H-].[Na+].[Br:3][C:4]1[CH:5]=[C:6]([NH:10][C:11](=[O:13])[CH3:12])[CH:7]=[CH:8][CH:9]=1.[CH2:14](I)[CH3:15].CN(C)C=O>O1CCCC1>[Br:3][C:4]1[CH:5]=[C:6]([N:10]([CH2:14][CH3:15])[C:11](=[O:13])[CH3:12])[CH:7]=[CH:8][CH:9]=1 |f:0.1|. Reported procedure: 820 mg (20.5 mmol, 1.1 eq) of 60% sodium hydride are added to a solution of 4.0 g (18.7 mmol, 1 eq) of N-(3-bromophenyl)acetamide and 1.80 mL (22.4 mmol, 1.2 eq) of ethyl iodide in 15 ml of tetrahydrofuran in the presence of 1.5 ml of dimethylformamide. The reaction medium is stirred at room temperature for 12 hours and then hydrolyzed with water and extracted with ethyl acetate. The organic phases are combined, washed with sodium chloride solution and dried over sodium sulfate. The solvents are...